This data is from the Open Reaction Database (ORD), a public repository of structured organic reaction records. The task is: describe an organic reaction: reactants, conditions, products, and yield Starting materials: BrCc1ccccc1, N#Cc1nc(Br)ccc1O, O=C([O-])[O-], CC(C)=O, [K+], [K+], O. Yields the product N#Cc1nc(Br)ccc1OCc1ccccc1. RXN SMILES: [Br:11][CH2:12][c:13]1[cH:14][cH:15][cH:16][cH:17][cH:18]1.[Br:1][c:2]1[cH:3][cH:4][c:5]([OH:10])[c:6]([C:8]#[N:9])[n:7]1.[C:19](=[O:20])([O-:21])[O-:22].[CH3:26][C:27](=[O:28])[CH3:29].[K+:23].[K+:24].[OH2:25]>>[Br:1][c:2]1[cH:3][cH:4][c:5]([O:10][CH2:12][c:13]2[cH:14][cH:15][cH:16][cH:17][cH:18]2)[c:6]([C:8]#[N:9])[n:7]1. The reactants are N#N.C(C)OC([C@@H](N(C)C([C@@H](NS(=O)(=O)C1=CC2=CC(=C(C=C2C=C1)OC)OC)CCCNC(N)=N)=O)CC1=CC=CC=C1)=O (N2 (6,7-dimethoxy-2-naphthylsulfonyl)-L-arginyl-N-methylphenylalanine ethyl ester). Solvent: C(C)O (ethanol), [OH-].[Na+] (NaOH). The product is N#N.COC=1C=C2C=CC(=CC2=CC1OC)S(=O)(=O)N[C@@H](CCCNC(N)=N)C(=O)N([C@@H](CC1=CC=CC=C1)C(=O)O)C (N2 (6,7-dimethoxy-2-naphthylsulfonyl)-L-arginyl-N-methylphenylalanine). Isolated yield 77.8%. As a reaction SMILES: [N:1]#[N:2].C([O:5][C:6](=[O:45])[C@H:7]([CH2:38][C:39]1[CH:44]=[CH:43][CH:42]=[CH:41][CH:40]=1)[N:8]([C:10](=[O:37])[C@H:11]([CH2:30][CH2:31][CH2:32][NH:33][C:34](=[NH:36])[NH2:35])[NH:12][S:13]([C:16]1[CH:25]=[CH:24][C:23]2[C:18](=[CH:19][C:20]([O:28][CH3:29])=[C:21]([O:26][CH3:27])[CH:22]=2)[CH:17]=1)(=[O:15])=[O:14])[CH3:9])C>C(O)C.[OH-].[Na+]>[N:1]#[N:2].[CH3:27][O:26][C:21]1[CH:22]=[C:23]2[C:18](=[CH:19][C:20]=1[O:28][CH3:29])[CH:17]=[C:16]([S:13]([NH:12][C@H:11]([C:10]([N:8]([CH3:9])[C@H:7]([C:6]([OH:45])=[O:5])[CH2:38][C:39]1[CH:40]=[CH:41][CH:42]=[CH:43][CH:44]=1)=[O:37])[CH2:30][CH2:31][CH2:32][NH:33][C:34](=[NH:35])[NH2:36])(=[O:14])=[O:15])[CH:25]=[CH:24]2 |f:0.1,3.4,5.6|. Procedure: A solution of 2.5 g of N2 -(6,7-dimethoxy-2-naphthylsulfonyl)-L-arginyl-N-methylphenylalanine ethyl ester in 5 ml of ethanol and 7 ml of IN NaOH solution was stirred for 30 hours at room temperature. At the end of this period, the solution was concentrated to 5 ml, chromatographed on 80 of Daiaion ® SK 102 ion exchange resin (200-300 mesh, H+ form, manufactured by Mitsubishi Chemical Industries Limited) packed in water, washed with water, and eluted with 3% ammonium hydroxide solution. The fract... Reactants: C[C@@H]1N(CCOC1)C1=NC(=NC(=C1)COS(=O)(=O)C)C1=CC=C(C=C1)NC(=O)NC1=CC=CC=C1 (1-[4-[4-[(3S)-3-Methylmorpholin-4-yl]-6-(methylsulfonyloxymethyl)pyrimidin-2-yl]phenyl]-3-phenyl-urea), NC1=CC=CC=C1 (aniline). The solvent is C(Cl)Cl (DCM). Run at time 18 hour. Product: N(C1=CC=CC=C1)CC1=NC(=NC(=C1)N1[C@H](COCC1)C)C1=CC=C(C=C1)NC(=O)NC1=CC=CC=C1 (1-[4-[4-(Anilinomethyl)-6-[(3S)-3-methylmorpholin-4-yl]pyrimidin-2-yl]phenyl]-3-phenyl-urea). Isolated yield 39.5%. As a reaction SMILES: [CH3:1][C@H:2]1[CH2:7][O:6][CH2:5][CH2:4][N:3]1[C:8]1[CH:13]=[C:12]([CH2:14]OS(C)(=O)=O)[N:11]=[C:10]([C:20]2[CH:25]=[CH:24][C:23]([NH:26][C:27]([NH:29][C:30]3[CH:35]=[CH:34][CH:33]=[CH:32][CH:31]=3)=[O:28])=[CH:22][CH:21]=2)[N:9]=1.[NH2:36][C:37]1[CH:42]=[CH:41][CH:40]=[CH:39][CH:38]=1>C(Cl)Cl>[NH:36]([CH2:14][C:12]1[CH:13]=[C:8]([N:3]2[CH2:4][CH2:5][O:6][CH2:7][C@@H:2]2[CH3:1])[N:9]=[C:10]([C:20]2[CH:21]=[CH:22][C:23]([NH:26][C:27]([NH:29][C:30]3[CH:31]=[CH:32][CH:33]=[CH:34][CH:35]=3)=[O:28])=[CH:24][CH:25]=2)[N:11]=1)[C:37]1[CH:42]=[CH:41][CH:40]=[CH:39][CH:38]=1. Procedure: 1-[4-[4-[(3S)-3-Methylmorpholin-4-yl]-6-(methylsulfonyloxymethyl)pyrimidin-2-yl]phenyl]-3-phenyl-urea (105 mg, 0.21 mmol) dissolved in a solution of DCM (5 mL) was added to aniline (0.097 mL, 1.06 mmol) and stirred at RT for 18 h. The mixture was vacuumed to dryness and purified by prep-HPLC (basic) to give the desired material (41 mg) as a white solid. The reactants are C1(=NC=CC2=CC=CC=C12)N (1-isoquinolinamine), CN(C)C=C1C(OCC1)=O (dihydro-3-[(dimethylamino)methylene]-2(3H)-furanone), CO (methanol). Run in C(C)(=O)OCC (ethyl acetate). Conditions: temperature 200 celsius. The product is OCCC1=CN=C2N(C=CC3=CC=CC=C23)C1=O (3-(2-hydroxyethyl)-4H-pyrimido[2,1-a]isoquinolin-4-one). Yield: 75.0%. As a reaction SMILES: [C:1]1([NH2:11])[C:10]2[C:5](=[CH:6][CH:7]=[CH:8][CH:9]=2)[CH:4]=[CH:3][N:2]=1.CN([CH:15]=[C:16]1[CH2:20][CH2:19][O:18][C:17]1=[O:21])C.CO>C(OCC)(=O)C>[OH:18][CH2:19][CH2:20][C:16]1[C:17](=[O:21])[N:2]2[CH:3]=[CH:4][C:5]3[C:10]([C:1]2=[N:11][CH:15]=1)=[CH:9][CH:8]=[CH:7][CH:6]=3. Procedure details: A heterogenous mixture containing 14.4 g of 1-isoquinolinamine (0.1 m) and 14.12 g of dihydro-3-[(dimethylamino)methylene]-2(3H)-furanone was heated to 200° C. for 4 hours to yield a homogenous yellow orange solution which solidified upon cooling to ambient temperature. The solidified reaction mixture was titurated with methanol and ethyl acetate to yield 3-(2-hydroxyethyl)-4H-pyrimido[2,1-a]isoquinolin-4-one as a tan solid (18.0 g; 75% yield) of the formula ##STR26## having a melting point of 1... The reactants are [N+](=O)([O-])[O-].[K+] (potassium nitrate), ClC1=CC=C(CN2C(C=C(C3=CC=CC=C23)CC(=O)O)=O)C=C1 (1-(4-Chlorobenzyl)-1,2-dihydro-2-oxoquinol-4-ylacetic acid), ice water. Run at temperature 0 celsius, time 2 hour. Isolated yield 85.0%. Run in S(O)(O)(=O)=O (sulphuric acid). Yields the product ClC1=CC=C(CN2C(C=C(C3=CC(=CC=C23)[N+](=O)[O-])CC(=O)O)=O)C=C1 (1-(4-chlorobenzyl)-1,2-dihydro-6-nitro-2-oxoquinol-4-ylacetic acid). RXN SMILES: [Cl:1][C:2]1[CH:23]=[CH:22][C:5]([CH2:6][N:7]2[C:16]3[C:11](=[CH:12][CH:13]=[CH:14][CH:15]=3)[C:10]([CH2:17][C:18]([OH:20])=[O:19])=[CH:9][C:8]2=[O:21])=[CH:4][CH:3]=1.[N+:24]([O-])([O-:26])=[O:25].[K+]>S(=O)(=O)(O)O>[Cl:1][C:2]1[CH:3]=[CH:4][C:5]([CH2:6][N:7]2[C:16]3[C:11](=[CH:12][C:13]([N+:24]([O-:26])=[O:25])=[CH:14][CH:15]=3)[C:10]([CH2:17][C:18]([OH:20])=[O:19])=[CH:9][C:8]2=[O:21])=[CH:22][CH:23]=1 |f:1.2|. Procedure: 1-(4-Chlorobenzyl)-1,2-dihydro-2-oxoquinol-4-ylacetic acid (33 g.) was added to concentrated sulphuric acid (210 ml.) at 0° C. The mixture was stirred at 0° C. and potassium nitrate(11g.) was added in small portions over 8 minutes. The mixture was then stirred at 0° C. for a further 10 minutes and then for 2 hours at room temperature. The mixture was poured into an ice-water mixture (2.5 l.), and the precipitated solid was filtered off. The dried solid was crystallised from 3/1 v/v dimethylforma...